From a dataset of the Open Reaction Database (ORD), a public repository of structured organic reaction records. describe an organic reaction: reactants, conditions, products, and yield Reactants: FC(C1=C(C=CC=C1)C(=O)NN1C=NC2=C1C=CC=C2C(=O)O)(F)F ({[2-(trifluoromethyl)phenyl]carbonyl}amino-1H-benzimidazole-4-carboxylic acid), Cl.C(C)C(=N)NCCCN(C)C (N′-(ethylcarbonimidoyl)-N,N-dimethyl-1,3-propanediamine hydrochloride), ON1N=NC2=C1C=CC=C2 (1-hydroxybenzotriazol), FC(C1=C(CN)C=CC=C1)(F)F (2-(trifluoromethyl)benzylamine), CN(C)C=O (DMF), ice water. Conditions: time 8 hour. The product is FC(C1=C(CNC(=O)C2=CC(=CC=3NC=NC32)NC(=O)C3=C(C=CC=C3)C(F)(F)F)C=CC=C1)(F)F (N-[2-(Trifluoromethyl)benzyl]-6-({[2-(trifluoromethyl)phenyl]carbonyl}amino)-1H-benzimidazole-4-carboxamide). Run in C(C)N(CC)CC (triethylamine). Reaction SMILES: [F:1][C:2]([F:25])([F:24])[C:3]1[CH:8]=[CH:7][CH:6]=[CH:5][C:4]=1[C:9]([NH:11]N1C2C=CC=C(C(O)=O)C=2N=C1)=[O:10].Cl.[CH2:27]([C:29]([NH:31][CH2:32][CH2:33][CH2:34][N:35]([CH3:37])C)=N)[CH3:28].O[N:39]1[C:43]2C=C[CH:46]=[CH:47][C:42]=2N=N1.[F:48][C:49]([F:59])([F:58])[C:50]1[CH:57]=[CH:56][CH:55]=CC=1CN.CN(C=[O:64])C>C(N(CC)CC)C>[F:59][C:49]([F:48])([F:58])[C:50]1[CH:57]=[CH:56][CH:55]=[CH:28][C:27]=1[CH2:29][NH:31][C:32]([C:33]1[C:34]2[N:35]=[CH:37][NH:39][C:43]=2[CH:42]=[C:47]([NH:11][C:9]([C:4]2[CH:5]=[CH:6][CH:7]=[CH:8][C:3]=2[C:2]([F:1])([F:24])[F:25])=[O:10])[CH:46]=1)=[O:64] |f:1.2|. Procedure details: To a solution of 6-({[2-(trifluoromethyl)phenyl]carbonyl}amino-1H-benzimidazole-4-carboxylic acid (50 mg) in DMF (2 mL) were added N′-(ethylcarbonimidoyl)-N,N-dimethyl-1,3-propanediamine hydrochloride (33 mg), 1-hydroxybenzotriazol (23 mg) and triethylamine (24 μL), and 2-(trifluoromethyl)benzylamine (24 μL) was added under ice-cooling, and the solution was stirred at room temperature overnight. The mixture was poured into ice water and extracted with ethyl acetate. The ethyl acetate layer was w... RXN SMILES: [C:16](=[O:17])([OH:18])[O-:19].[NH2:1][C:2](=[O:3])[c:4]1[c:5]([N+:13]([O-:14])=[O:15])[cH:6][c:7]([C:8](=[O:9])[OH:10])[cH:11][cH:12]1.[Na+:20].[OH2:21]>>[NH2:1][C:2](=[O:3])[c:4]1[c:5]([NH2:13])[cH:6][c:7]([C:8](=[O:9])[OH:10])[cH:11][cH:12]1. Reactants: O=C([O-])O, NC(=O)c1ccc(C(=O)O)cc1[N+](=O)[O-], [Na+], O. Yields the product NC(=O)c1ccc(C(=O)O)cc1N. As a reaction SMILES: [OH:1][C:2]1([C:9]2[CH:14]=[CH:13][C:12]([C:15]3[CH2:19][C:18]([C:24]4[CH:29]=[C:28]([Cl:30])[C:27]([Cl:31])=[C:26]([Cl:32])[CH:25]=4)([C:20]([F:23])([F:22])[F:21])[O:17][N:16]=3)=[CH:11][CH:10]=2)[CH2:5][CH:4]([C:6](O)=[O:7])[CH2:3]1.C1C=CC2N(O)N=NC=2C=1.CCN(C(C)C)C(C)C.Cl.Cl.[F:54][C:55]([F:59])([F:58])[CH2:56][NH2:57]>CN(C=O)C>[F:54][C:55]([F:59])([F:58])[CH2:56][NH:57][C:6]([CH:4]1[CH2:5][C:2]([OH:1])([C:9]2[CH:14]=[CH:13][C:12]([C:15]3[CH2:19][C:18]([C:24]4[CH:25]=[C:26]([Cl:32])[C:27]([Cl:31])=[C:28]([Cl:30])[CH:29]=4)([C:20]([F:21])([F:22])[F:23])[O:17][N:16]=3)=[CH:11][CH:10]=2)[CH2:3]1)=[O:7] |f:4.5|. Yields the product FC(CNC(=O)C1CC(C1)(C1=CC=C(C=C1)C1=NOC(C1)(C(F)(F)F)C1=CC(=C(C(=C1)Cl)Cl)Cl)O)(F)F (3-hydroxy-3-{4-[5-(3,4,5-trichloro-phenyl)-5-trifluoromethyl-4,5-dihydro-isoxazol-3-yl]-phenyl}-cyclobutanecarboxylic acid (2,2,2-trifluoro-ethyl)-amide). The solvent is CN(C)C=O (DMF). Starting materials: OC1(CC(C1)C(=O)O)C1=CC=C(C=C1)C1=NOC(C1)(C(F)(F)F)C1=CC(=C(C(=C1)Cl)Cl)Cl (3-hydroxy-3-{4-[5-(3,4,5-trichloro-phenyl)-5-trifluoromethyl-4,5-dihydro-isoxazol-3-yl]-phenyl}-cyclobutanecarboxylic acid), C=1C=CC2=C(C1)N=NN2O (HOBt), CCN(C(C)C)C(C)C (DIPEA), Cl (HCl), Cl.FC(CN)(F)F (2,2,2-Trifluoro-ethylamine hydrochloride). Conditions: time 18 hour. Reported procedure: To a stirred solution of 3-hydroxy-3-{4-[5-(3,4,5-trichloro-phenyl)-5-trifluoromethyl-4,5-dihydro-isoxazol-3-yl]-phenyl}-cyclobutanecarboxylic acid (Preparation 4, 0.050 g, 0.098 mmol) in DMF (0.5 mL) was added HOBt (0.013 g, 0.096 mmol), DIPEA (0.025 g, 0.193 mmol) EDCl.HCl (0.019 g, 0.099 mmol) and 2,2,2-Trifluoro-ethylamine hydrochloride (0.013 g, 0.096 mmol) at 0° C. Resulting reaction mixture was stirred at room temperature for 18 h under nitrogen atmosphere. After complete consumption of s... Isolated yield 35.3%. Run in CC(=O)C (acetone). Starting materials: C(CC1=CC=CC=C1)NCCC1=CC(=C(C=C1)OC)OC (N-phenethyl-3,4-dimethoxyphenethylamine), C([O-])([O-])=O.[K+].[K+] (potassium carbonate), C(CC)I (propyl iodide). Procedure details: A solution of 8 g of N-phenethyl-3,4-dimethoxyphenethylamine, 8 g of anhydrous potassium carbonate, 11 ml of propyl iodide and 80 ml of acetone was refluxed for 6 hours and the mixture was filtered. The filtrate was evaporated to dryness and the residue was taken up in 50 ml of water. The solution was extracted with methylene chloride and the organic extracts were washed with water, dried over magnesium sulfate, filtered and evaporated to dryness to obtain 9.37 g of raw N-phenethyl-N-propyl-3,4-... As a reaction SMILES: [CH2:1]([NH:9][CH2:10][CH2:11][C:12]1[CH:17]=[CH:16][C:15]([O:18][CH3:19])=[C:14]([O:20][CH3:21])[CH:13]=1)[CH2:2][C:3]1[CH:8]=[CH:7][CH:6]=[CH:5][CH:4]=1.C(=O)([O-])[O-].[K+].[K+].[CH2:28](I)[CH2:29][CH3:30]>CC(C)=O>[CH2:1]([N:9]([CH2:10][CH2:11][C:12]1[CH:17]=[CH:16][C:15]([O:18][CH3:19])=[C:14]([O:20][CH3:21])[CH:13]=1)[CH2:28][CH2:29][CH3:30])[CH2:2][C:3]1[CH:4]=[CH:5][CH:6]=[CH:7][CH:8]=1 |f:1.2.3|. Product: C(CC1=CC=CC=C1)N(CCC)CCC1=CC(=C(C=C1)OC)OC (N-phenethyl-N-propyl-3,4-dimethoxyphenethylamine). The reactants are Cc1cc(-c2ccc(C(F)(F)F)cc2)cc(-c2nc(-c3cccc(S(=O)(=O)NC(C)(C)C)c3)cs2)n1, ClCCl, O=C(O)C(F)(F)F. Yields the product Cc1cc(-c2ccc(C(F)(F)F)cc2)cc(-c2nc(-c3cccc(S(N)(=O)=O)c3)cs2)n1. RXN SMILES: [C:1]([CH3:2])([CH3:3])([CH3:4])[NH:5][S:6](=[O:7])(=[O:8])[c:9]1[cH:10][c:11](-[c:15]2[n:16][c:17](-[c:20]3[n:21][c:22]([CH3:36])[cH:23][c:24](-[c:26]4[cH:27][cH:28][c:29]([C:32]([F:33])([F:34])[F:35])[cH:30][cH:31]4)[cH:25]3)[s:18][cH:19]2)[cH:12][cH:13][cH:14]1.[Cl:44][CH2:45][Cl:46].[F:37][C:38]([F:39])([F:40])[C:41]([OH:42])=[O:43]>>[NH2:5][S:6](=[O:7])(=[O:8])[c:9]1[cH:10][c:11](-[c:15]2[n:16][c:17](-[c:20]3[n:21][c:22]([CH3:36])[cH:23][c:24](-[c:26]4[cH:27][cH:28][c:29]([C:32]([F:33])([F:34])[F:35])[cH:30][cH:31]4)[cH:25]3)[s:18][cH:19]2)[cH:12][cH:13][cH:14]1. The reactants are N(=[N+]=[N-])C(CNC(OCC1=CC=CC=C1)=O)C(F)F (benzyl (2-azido-3,3-difluoropropyl)carbamate), [BH4-].[Na+] (sodium borohydride), C(C(=O)O)(=O)O (oxalic acid). The reagents and catalysts are [Co](Cl)Cl (cobalt chloride). Run in C1CCOC1 (THF). Reaction conditions: time 2 hour. The product is C(C(=O)O)(=O)O.NC(CNC(OCC1=CC=CC=C1)=O)C(F)F (benzyl (2-amino-3,3-difluoropropyl)carbamate oxalic acid salt). RXN SMILES: [N:1]([CH:4]([CH:17]([F:19])[F:18])[CH2:5][NH:6][C:7](=[O:16])[O:8][CH2:9][C:10]1[CH:15]=[CH:14][CH:13]=[CH:12][CH:11]=1)=[N+]=[N-].[BH4-].[Na+].[C:22]([OH:27])(=[O:26])[C:23]([OH:25])=[O:24]>C1COCC1.[Co](Cl)Cl>[C:22]([OH:27])(=[O:26])[C:23]([OH:25])=[O:24].[NH2:1][CH:4]([CH:17]([F:18])[F:19])[CH2:5][NH:6][C:7](=[O:16])[O:8][CH2:9][C:10]1[CH:11]=[CH:12][CH:13]=[CH:14][CH:15]=1 |f:1.2,6.7|. Procedure details: To a solution of benzyl (2-azido-3,3-difluoropropyl)carbamate (305 g, 1.13 mol) (1500 mL) and cobalt chloride (60 g, 460 mmol) in THF was added dropwise sodium borohydride (2.44 M solution in water, 2000 mL, 4.87 mol) over a period of 2 hours. After 2 hours, the reaction mixture was filtered, and the filtrate was extracted with ethyl acetate (2×2000 mL). The organic layers were combined, dried over anhydrous sodium sulfate, filtered, concentrated under reduced pressure, and diluted with oxalic a... The reactants are O[C@H](COC1=CC=CC=2NC3=CC=CC=C3C12)CN(CC(C)C)C1=CC=C(C=C1)O ((S)-4-[2-Hydroxy-3-([4-hydroxyphenyl]-2-methylpropylamino)propoxy]carbazole), BrCCCC#N (4-bromobutyronitrile), C([O-])([O-])=O.[K+].[K+] (potassium carbonate), [I-].[K+] (potassium iodide). Run in C(C)C(=O)C (methyl ethyl ketone). The product is O[C@H](COC1=CC=CC=2NC3=CC=CC=C3C12)CN(CC(C)C)C1=CC=C(C=C1)OCCCC#N ((S)-4-[2-Hydroxy-3-([4-(3-cyanopropoxy)phenyl]-2-methylpropylamino)propoxy]carbazole). Yield: 76.1%. RXN SMILES: [OH:1][C@@H:2]([CH2:18][N:19]([C:24]1[CH:29]=[CH:28][C:27]([OH:30])=[CH:26][CH:25]=1)[CH2:20][CH:21]([CH3:23])[CH3:22])[CH2:3][O:4][C:5]1[C:17]2[C:16]3[C:11](=[CH:12][CH:13]=[CH:14][CH:15]=3)[NH:10][C:9]=2[CH:8]=[CH:7][CH:6]=1.Br[CH2:32][CH2:33][CH2:34][C:35]#[N:36].C(=O)([O-])[O-].[K+].[K+].[I-].[K+]>C(C(C)=O)C>[OH:1][C@@H:2]([CH2:18][N:19]([C:24]1[CH:29]=[CH:28][C:27]([O:30][CH2:32][CH2:33][CH2:34][C:35]#[N:36])=[CH:26][CH:25]=1)[CH2:20][CH:21]([CH3:23])[CH3:22])[CH2:3][O:4][C:5]1[C:17]2[C:16]3[C:11](=[CH:12][CH:13]=[CH:14][CH:15]=3)[NH:10][C:9]=2[CH:8]=[CH:7][CH:6]=1 |f:2.3.4,5.6|. Procedure details: A mixture of the phenol prepared in example 91 (0.90 g, 2.2 mmol), 4-bromobutyronitrile (0.5 mL, 5.0 mmol), potassium carbonate (0.97 g, 7.0 mmol), potassium iodide (0.1 g) and methyl ethyl ketone (30 mL) was heated at reflux for 10 h. The reaction was concentrated in vacuo and the resulting residue partitioned between EtOAc and water. The layers were separated and the aqueous layer extracted with EtOAc (3×). The combined organic layers were washed with water (3×), brine, dried (MgSO4), and conc... The reactants are ClC=1C=C(C(=O)NC2=CC(=C(C=C2)Cl)C2=CC3=C(N=C(N=C3)NCCN(C)C)N(C2=O)OC)C=C(N1)Cl (2,6-dichloro-N-(4-chloro-3-(2-(2-(dimethylamino)ethylamino)-8-methoxy-7-oxo-7,8-dihydropyrido[2,3-d]pyrimidin-6-yl)phenyl)-isonicotinamide), C(C)NCC (diethylamine), C(C)NCC (diethylamine). Run in CS(=O)C (DMSO). Conditions: temperature 100 celsius. Yields the product ClC=1C=C(C(=O)NC2=CC(=C(C=C2)Cl)C2=CC3=C(N=C(N=C3)NCCN(C)C)N(C2=O)OC)C=C(N1)N(CC)CC (2-Chloro-N-(4-chloro-3-(2-(2-(dimethylamino)ethylamino)-8-methoxy-7-oxo-7,8-dihydropyrido[2,3-d]pyrimidin-6-yl)phenyl)-6-diethylamino-isonicotinamide). RXN SMILES: Cl[C:2]1[CH:3]=[C:4]([CH:34]=[C:35]([Cl:37])[N:36]=1)[C:5]([NH:7][C:8]1[CH:13]=[CH:12][C:11]([Cl:14])=[C:10]([C:15]2[C:30](=[O:31])[N:29]([O:32][CH3:33])[C:18]3[N:19]=[C:20]([NH:23][CH2:24][CH2:25][N:26]([CH3:28])[CH3:27])[N:21]=[CH:22][C:17]=3[CH:16]=2)[CH:9]=1)=[O:6].[CH2:38]([NH:40][CH2:41][CH3:42])[CH3:39]>CS(C)=O>[Cl:37][C:35]1[CH:34]=[C:4]([CH:3]=[C:2]([N:40]([CH2:41][CH3:42])[CH2:38][CH3:39])[N:36]=1)[C:5]([NH:7][C:8]1[CH:13]=[CH:12][C:11]([Cl:14])=[C:10]([C:15]2[C:30](=[O:31])[N:29]([O:32][CH3:33])[C:18]3[N:19]=[C:20]([NH:23][CH2:24][CH2:25][N:26]([CH3:27])[CH3:28])[N:21]=[CH:22][C:17]=3[CH:16]=2)[CH:9]=1)=[O:6]. Reported procedure: 40 mg 2,6-dichloro-N-(4-chloro-3-(2-(2-(dimethylamino)ethylamino)-8-methoxy-7-oxo-7,8-dihydropyrido[2,3-d]pyrimidin-6-yl)phenyl)-isonicotinamide and 50 μl diethylamine were dissolved in 5 ml DMSO and heated at 100° C. in the microwave for 10 min. Addition of further diethylamine and heating in the microwave was repeated multiple times until the reaction was complete. The reaction mixture was purified on HPLC-MS in MeCN/water (1% formic acid) to yield 23 mg. The reactants are CSC1=CC=CC=2N1N=C(N2)N (5-methylsulfanyl-[1,2,4]triazolo[1,5-a]pyridin-2-ylamine), BrC1=CC=C(OCCN2CCCC2)C=C1 (1-(2-(4-bromophenoxyl)ethyl)pyrrolidine), CC1(C2=C(C(=CC=C2)P(C3=CC=CC=C3)C4=CC=CC=C4)OC5=C(C=CC=C51)P(C6=CC=CC=C6)C7=CC=CC=C7)C (xantphos), CC(C)([O-])C.[Na+] (sodium tert-butoxide). Reagents/catalysts: C=1C=CC(=CC1)/C=C/C(=O)/C=C/C2=CC=CC=C2.C=1C=CC(=CC1)/C=C/C(=O)/C=C/C2=CC=CC=C2.C=1C=CC(=CC1)/C=C/C(=O)/C=C/C2=CC=CC=C2.[Pd].[Pd] (tris(dibenzylideneacetone)dipalladium). Solvent: O1CCOCC1 (1,4-dioxane), CN(C(C)=O)C (N,N-Dimethylacetamide). Conditions: temperature 150 celsius. Yields the product CSC1=CC=CC=2N1N=C(N2)NC2=CC=C(C=C2)OCCN2CCCC2 ((5-Methylsulfanyl-[1,2,4]triazolo[1,5-a]pyridin-2-yl)-[4-(2-pyrrolidin-1-yl-ethoxy)-phenyl]-amine). RXN SMILES: [CH3:1][S:2][C:3]1[N:8]2[N:9]=[C:10]([NH2:12])[N:11]=[C:7]2[CH:6]=[CH:5][CH:4]=1.Br[C:14]1[CH:27]=[CH:26][C:17]([O:18][CH2:19][CH2:20][N:21]2[CH2:25][CH2:24][CH2:23][CH2:22]2)=[CH:16][CH:15]=1.CC1(C)C2C(=C(P(C3C=CC=CC=3)C3C=CC=CC=3)C=CC=2)OC2C(P(C3C=CC=CC=3)C3C=CC=CC=3)=CC=CC1=2.CC(C)([O-])C.[Na+]>C1C=CC(/C=C/C(/C=C/C2C=CC=CC=2)=O)=CC=1.C1C=CC(/C=C/C(/C=C/C2C=CC=CC=2)=O)=CC=1.C1C=CC(/C=C/C(/C=C/C2C=CC=CC=2)=O)=CC=1.[Pd].[Pd].CN(C)C(=O)C.O1CCOCC1>[CH3:1][S:2][C:3]1[N:8]2[N:9]=[C:10]([NH:12][C:14]3[CH:15]=[CH:16][C:17]([O:18][CH2:19][CH2:20][N:21]4[CH2:22][CH2:23][CH2:24][CH2:25]4)=[CH:26][CH:27]=3)[N:11]=[C:7]2[CH:6]=[CH:5][CH:4]=1 |f:3.4,5.6.7.8.9|. Procedure: A microwave vial containing 5-methylsulfanyl-[1,2,4]triazolo[1,5-a]pyridin-2-ylamine (13.5 g, 74.9 mmol), 1-(2-(4-bromophenoxyl)ethyl)pyrrolidine (20.2 mL, 97.3 mmol), tris(dibenzylideneacetone)dipalladium (3.42 g, 3.74 mmol), xantphos (4.33 g, 7.49 mmol), sodium tert-butoxide (14.7 g, 150 mmol) and 1,4-dioxane (90 mL) was heated under microwave radiation (150° C., 10 min). N,N-Dimethylacetamide (1 mL) was added to assist with microwave absorption. The volatiles were removed under rotary evapora...